Dataset: the Open Reaction Database (ORD), a public repository of structured organic reaction records. Task: describe an organic reaction: reactants, conditions, products, and yield Starting materials: O=C(CBr)c1cc(OCc2ccccc2)c(OCc2ccccc2)c(OCc2ccccc2)c1, CC#N, [I-], [Na+]. Yields the product O=C(CI)c1cc(OCc2ccccc2)c(OCc2ccccc2)c(OCc2ccccc2)c1. As a reaction SMILES: [Br:1][CH2:2][C:3](=[O:4])[c:5]1[cH:6][c:7]([O:27][CH2:28][c:29]2[cH:30][cH:31][cH:32][cH:33][cH:34]2)[c:8]([O:19][CH2:20][c:21]2[cH:22][cH:23][cH:24][cH:25][cH:26]2)[c:9]([O:11][CH2:12][c:13]2[cH:14][cH:15][cH:16][cH:17][cH:18]2)[cH:10]1.[CH3:37][C:38]#[N:39].[I-:36].[Na+:35]>>[CH2:2]([C:3](=[O:4])[c:5]1[cH:6][c:7]([O:27][CH2:28][c:29]2[cH:30][cH:31][cH:32][cH:33][cH:34]2)[c:8]([O:19][CH2:20][c:21]2[cH:22][cH:23][cH:24][cH:25][cH:26]2)[c:9]([O:11][CH2:12][c:13]2[cH:14][cH:15][cH:16][cH:17][cH:18]2)[cH:10]1)[I:36]. The reactants are [Cl-].[NH4+] (ammonium chloride), CC(CCO)CCO (3-methyl-1,5-pentanediol), BrCCCCCCBr (1,6-di-bromohexane), [H-].[Na+] (sodium hydride). The solvent is O1CCOCC1 (dioxan), O (water). Product: BrCCCCCCOCCC(CCO)C (12-bromo-3-methyl-6-oxadodecan-1-ol). Yield: 65.1%. RXN SMILES: [CH3:1][CH:2]([CH2:6][CH2:7][OH:8])[CH2:3][CH2:4][OH:5].[Br:9][CH2:10][CH2:11][CH2:12][CH2:13][CH2:14][CH2:15]Br.[H-].[Na+].[Cl-].[NH4+]>O1CCOCC1.O>[Br:9][CH2:10][CH2:11][CH2:12][CH2:13][CH2:14][CH2:15][O:5][CH2:4][CH2:3][CH:2]([CH3:1])[CH2:6][CH2:7][OH:8] |f:2.3,4.5|. Procedure details: 118 g (1.0 mol) of 3-methyl-1,5-pentanediol and 317 g (1.3 mol) of 1,6-di-bromohexane in 2.5 l of dioxan were treated at room temperature with 28 g (1.1 mol) of 95 percent sodium hydride and subsequently heated under reflux for 24 h. After cooling the reaction mixture was treated with 400 ml of water, neutralized with saturated ammonium chloride solution and subsequently extracted three times with 1 l of tert-butyl methyl ether each time. The combined organic extracts were washed with saturated ... Starting materials: C1CCOC1, CC(C)[N-]C(C)C, Cc1c(Cl)c(C(=O)O)cn(C)c1=O, ClCCl, Nc1ccc(I)cc1F, [Li+]. The product is Cc1c(Nc2ccc(I)cc2F)c(C(=O)O)cn(C)c1=O. RXN SMILES: [CH2:34]1[O:35][CH2:36][CH2:37][CH2:38]1.[CH3:11][CH:12]([N-:13][CH:14]([CH3:15])[CH3:16])[CH3:17].[Cl:18][c:19]1[c:20]([C:28](=[O:29])[OH:30])[cH:21][n:22]([CH3:27])[c:23](=[O:26])[c:24]1[CH3:25].[Cl:31][CH2:32][Cl:33].[F:1][c:2]1[c:3]([NH2:4])[cH:5][cH:6][c:7]([I:9])[cH:8]1.[Li+:10]>>[F:1][c:2]1[c:3]([NH:4][c:19]2[c:20]([C:28](=[O:29])[OH:30])[cH:21][n:22]([CH3:27])[c:23](=[O:26])[c:24]2[CH3:25])[cH:5][cH:6][c:7]([I:9])[cH:8]1.